The task is: describe an organic reaction: reactants, conditions, products, and yield. This data is from the Open Reaction Database (ORD), a public repository of structured organic reaction records. Starting materials: N.CO (ammonia methanol), S1C2=C(C=C1)C(=CC=C2)NC=2N=C(N=NC2C(=O)OCC)N[C@H]2[C@H](CCCC2)NC(=O)OC(C)(C)C (ethyl 5-(benzo[b]thiophen-4-ylamino)-3-((1R,2S)-2-(tert-butoxycarbonylamino)cyclohexylamino)-1,2,4-triazine-6-carboxylate). Run at time 5 minute. The product is N[C@@H]1[C@@H](CCCC1)NC=1N=NC(=C(N1)NC1=CC=CC=2SC=CC21)C(=O)N (3-((1R,2S)-2-aminocyclohexylamino)-5-(benzo[b]thiophen-4-ylamino)-1,2,4-triazine-6-carboxamide). As a reaction SMILES: [NH3:1].CO.[S:4]1[CH:8]=[CH:7][C:6]2[C:9]([NH:13][C:14]3[N:15]=[C:16]([NH:25][C@@H:26]4[CH2:31][CH2:30][CH2:29][CH2:28][C@@H:27]4[NH:32]C(OC(C)(C)C)=O)[N:17]=[N:18][C:19]=3[C:20](OCC)=[O:21])=[CH:10][CH:11]=[CH:12][C:5]1=2>>[NH2:32][C@H:27]1[CH2:28][CH2:29][CH2:30][CH2:31][C@H:26]1[NH:25][C:16]1[N:17]=[N:18][C:19]([C:20]([NH2:1])=[O:21])=[C:14]([NH:13][C:9]2[C:6]3[CH:7]=[CH:8][S:4][C:5]=3[CH:12]=[CH:11][CH:10]=2)[N:15]=1 |f:0.1|. Reported procedure: A 7 M ammonia-methanol solution (2 ml) was added to ethyl 5-(benzo[b]thiophen-4-ylamino)-3-((1R,2S)-2-(tert-butoxycarbonylamino)cyclohexylamino)-1,2,4-triazine-6-carboxylate obtained in the above-described Step 2 (71.8 mg), and then the reaction solution was allowed to react in a microwave reactor at 130° C. for 1 hour. The solvent was evaporated under vacuum, then trifluoroacetic acid (0.5 ml) was added to the resultant residue, and the reaction solution was stirred at room temperature for 5 mi...